The task is: describe an organic reaction: reactants, conditions, products, and yield. This data is from the Open Reaction Database (ORD), a public repository of structured organic reaction records. The reactants are C(C(C(C(C=O)O)O)O)O (pentose), CC(C(C(C(C=O)O)O)O)O (6-deoxyhexose), O=C[C@H](O)[C@H](O)[C@@H](O)[C@@H](O)C (L-rhamnose), C(C)(=O)O.N1CCCCC1 (piperidine acetate). The solvent is C(C)O (ethanol). The product is CC1OC(=C(C1=O)O)C (2,5-dimethyl-4-hydroxy-2,3-dihydrofuran-3-one). The yield is 26.0%. RXN SMILES: C(O)C(O)C(O)C(O)C=O.[CH3:11][CH:12]([OH:21])[CH:13]([OH:20])[CH:14]([OH:19])[CH:15](O)[CH:16]=O.O=C[C@@H]([C@@H]([C@H]([C@H](C)O)O)O)O.C(O)(=O)C.N1CCCCC1>C(O)C>[CH3:16][CH:15]1[C:14](=[O:19])[C:13]([OH:20])=[C:12]([CH3:11])[O:21]1 |f:3.4|. Procedure: Several methods of preparation of these compounds involving a pentose or a 6-deoxyhexose are known: U.S. Pat. No. 2,936,308 (Hodge) discloses the reaction of L-rhamnose and piperidine acetate at 75°C. for 18 hours in ethanol and a 26% yield of 2,5-dimethyl-4-hydroxy-2,3-dihydrofuran-3-one was obtained according to Example 2. Although the desired compound was formed in a reasonable yield, it was contaminated with a nitrogen-containing by-product (2,5-dimethyl-4-piperidino-2,3-dihydrofuran3one), w... Reactants: CC(CC1=CSC=C1)(C)O (2-Methyl-1-thiophen-3-yl-propan-2-ol), [C-]#N.[Na+] (NaCN). Run in CCCCCC.CCOC(=O)C (hexane EtOAc). The product is CC1(CC2=C(C=N1)SC=C2)C (5,5-Dimethyl-4,5-dihydrothieno[2,3-c]pyridine). Reaction SMILES: [CH3:1][C:2](O)([CH3:9])[CH2:3][C:4]1[CH:8]=[CH:7][S:6][CH:5]=1.[C-:11]#[N:12].[Na+]>CCCCCC.CCOC(C)=O>[CH3:1][C:2]1([CH3:9])[N:12]=[CH:11][C:5]2[S:6][CH:7]=[CH:8][C:4]=2[CH2:3]1 |f:1.2,3.4|. Procedure details: Treatment of the alcohol 25 from the previous reaction (15.9 g, 102 mmol) with NaCN according to general procedure B gives the cyclized imine directly as a dark liquid after FC (3:1 hexane/EtOAc). Yield: 4.15 g (25%). 1H NMR (CDCl3) 8.17(s,1), 7.36(d,1, J=4.8), 6.88(d,1,J=4.8), 2.75(s,2), 1.28(s,6); 13C NMR (CDCl3) 153.96, 141.02, 131.45, 125.79, 124.39, 56.24, 35.65, 28.03; MS(MW=165.3, EI, eE=70eV) m/z 165 (M+, base peak), 150, 138, 124, 123, 97, 86, 77, 69, 58, 45. Reactants: CCCCNCCCC, CN(C)C=O, O=C1c2ccccc2-n2cnc(-c3noc(CCl)n3)c2C2CCN12. Yields the product CCCCN(CCCC)Cc1nc(-c2ncn3c2C2CCN2C(=O)c2ccccc2-3)no1. As a reaction SMILES: [CH2:25]([CH2:26][CH2:27][CH3:28])[NH:29][CH2:30][CH2:31][CH2:32][CH3:33].[CH3:34][N:35]([CH3:36])[CH:37]=[O:38].[Cl:1][CH2:2][c:3]1[n:4][c:5](-[c:8]2[n:9][cH:10][n:11]3[c:12]2[CH:13]2[N:14]([C:15](=[O:22])[c:16]4[c:17]-3[cH:18][cH:19][cH:20][cH:21]4)[CH2:23][CH2:24]2)[n:6][o:7]1>>[CH2:2]([c:3]1[n:4][c:5](-[c:8]2[n:9][cH:10][n:11]3[c:12]2[CH:13]2[N:14]([C:15](=[O:22])[c:16]4[c:17]-3[cH:18][cH:19][cH:20][cH:21]4)[CH2:23][CH2:24]2)[n:6][o:7]1)[N:29]([CH2:25][CH2:26][CH2:27][CH3:28])[CH2:30][CH2:31][CH2:32][CH3:33]. Starting materials: O=C([O-])[O-], CC#N, [Cl-], O=C(CCl)N1CCc2ccccc2C1C1CCCCC1, Cl, [K+], [K+], NC(CO)CC1CCCCC1, [NH4+]. Yields the product O=C(CNC(CO)CC1CCCCC1)N1CCc2ccccc2C1C1CCCCC1. Reaction SMILES: [C:21](=[O:22])([O-:23])[O-:24].[CH3:41][C:42]#[N:43].[Cl-:39].[Cl:1][CH2:2][C:3](=[O:4])[N:5]1[CH:6]([CH:15]2[CH2:16][CH2:17][CH2:18][CH2:19][CH2:20]2)[c:7]2[cH:8][cH:9][cH:10][cH:11][c:12]2[CH2:13][CH2:14]1.[ClH:27].[K+:25].[K+:26].[NH2:28][CH:29]([CH2:30][OH:31])[CH2:32][CH:33]1[CH2:34][CH2:35][CH2:36][CH2:37][CH2:38]1.[NH4+:40]>>[CH2:2]([C:3](=[O:4])[N:5]1[CH:6]([CH:15]2[CH2:16][CH2:17][CH2:18][CH2:19][CH2:20]2)[c:7]2[cH:8][cH:9][cH:10][cH:11][c:12]2[CH2:13][CH2:14]1)[NH:28][CH:29]([CH2:30][OH:31])[CH2:32][CH:33]1[CH2:34][CH2:35][CH2:36][CH2:37][CH2:38]1. The reactants are Brc1nc(-c2ccc(OCc3ccccc3)cc2)n(C2CCCCC2)c1Br, C1CCOC1, [Li]CCCC. The product is Brc1cn(C2CCCCC2)c(-c2ccc(OCc3ccccc3)cc2)n1. RXN SMILES: [CH2:1]([c:2]1[cH:3][cH:4][cH:5][cH:6][cH:7]1)[O:8][c:9]1[cH:10][cH:11][c:12](-[c:15]2[n:16]([CH:22]3[CH2:23][CH2:24][CH2:25][CH2:26][CH2:27]3)[c:17]([Br:21])[c:18]([Br:20])[n:19]2)[cH:13][cH:14]1.[CH2:33]1[O:34][CH2:35][CH2:36][CH2:37]1.[CH3:28][CH2:29][CH2:30][CH2:31][Li:32]>>[CH2:1]([c:2]1[cH:3][cH:4][cH:5][cH:6][cH:7]1)[O:8][c:9]1[cH:10][cH:11][c:12](-[c:15]2[n:16]([CH:22]3[CH2:23][CH2:24][CH2:25][CH2:26][CH2:27]3)[cH:17][c:18]([Br:20])[n:19]2)[cH:13][cH:14]1.